This data is from the Open Reaction Database (ORD), a public repository of structured organic reaction records. The task is: describe an organic reaction: reactants, conditions, products, and yield Starting materials: CC1CCOCCCCCCC(=O)OCC1 (11-Methyl-8-oxa-13-tridecanolide), C8H17, CC1CCOCCCCCCCCC(=O)OCC1 (13-Methyl-10-oxa-15-pentadecanolide), C16H30O3, ( 29 ), ( 18 ), CC1CCOCCCCCCCC(=O)OCC1 (12-methyl-9-oxa-14-tetradecanolide). Yields the product CC1(CCOCCCCCCCCC(=O)OCC1)C (13,13-Dimethyl-10-oxa-15-pentadecanolide). Reaction SMILES: [CH3:1][CH:2]1[CH2:18][CH2:17][O:16][C:14](=[O:15])[CH2:13][CH2:12][CH2:11][CH2:10][CH2:9][CH2:8][CH2:7][CH2:6][O:5][CH2:4][CH2:3]1.[CH3:19]C1CCOC(=O)CCCCCCOCC1.CC1CCOC(=O)CCCCCCCOCC1>>[CH3:1][C:2]1([CH3:19])[CH2:18][CH2:17][O:16][C:14](=[O:15])[CH2:13][CH2:12][CH2:11][CH2:10][CH2:9][CH2:8][CH2:7][CH2:6][O:5][CH2:4][CH2:3]1. Reported procedure: Odorant: relatively weak, fruity-musk like, reminiscent of ambrettone.--IR (film): ν=1734 cm-1 (νC=O), 1118/1150 cm-1 (νasO--C--C), 1242 cm-1 (νasC--C(=O), 1365 cm-1 (d CH3), 1055 cm-1 (νC--O--C).--1H-NMR (CDCl3): δ=0.95 (s, 6H, 13-Me2), 1.33-1.40 (m, 8H, 4-H2 -7-H2), 1.49-1.55 (m, 4H, 8-,12-H2), 1.62 (mc, 2H, 3-H2), 1.76 (t, J=8.0 Hz, 2H, 14-H2), 2.32 (t, J=6.4 Hz, 2H, 2-H2), 3.38 (t, J=5.2 Hz, 2H, 11-H2), 3.47 (t, J=5.8 Hz, 2H, 9-H2), 4.16 (t, J=8.0 Hz, 2H, 15-H2). --13C-NMR (CDCl3): δ=23.94/2...